This data is from the Open Reaction Database (ORD), a public repository of structured organic reaction records. The task is: describe an organic reaction: reactants, conditions, products, and yield The product is C[Si](C)(C)CCOCn1c(Oc2ccc(-n3c(=O)[nH]c4cccnc43)cc2)nc2ccccc21. The reactants are O=C([O-])[O-], C[Si](C)(C)CCOCn1c(Cl)nc2ccccc21, [Cs+], [Cs+], CN(C)C=O, O=c1[nH]c2cccnc2n1-c1ccc(O)cc1. Reaction SMILES: [C:36](=[O:37])([O-:38])[O-:39].[Cl:18][c:19]1[n:20][c:21]2[c:22]([n:23]1[CH2:24][O:25][CH2:26][CH2:27][Si:28]([CH3:29])([CH3:30])[CH3:31])[cH:32][cH:33][cH:34][cH:35]2.[Cs+:40].[Cs+:41].[O:42]=[CH:43][N:44]([CH3:45])[CH3:46].[OH:1][c:2]1[cH:3][cH:4][c:5](-[n:8]2[c:9](=[O:17])[nH:10][c:11]3[c:12]2[n:13][cH:14][cH:15][cH:16]3)[cH:6][cH:7]1>>[O:1]([c:2]1[cH:3][cH:4][c:5](-[n:8]2[c:9](=[O:17])[nH:10][c:11]3[c:12]2[n:13][cH:14][cH:15][cH:16]3)[cH:6][cH:7]1)[c:19]1[n:20][c:21]2[c:22]([n:23]1[CH2:24][O:25][CH2:26][CH2:27][Si:28]([CH3:29])([CH3:30])[CH3:31])[cH:32][cH:33][cH:34][cH:35]2. Reactants: P(=O)(Cl)(Cl)Cl (phosphorus oxychloride), O.N (ammonia water), C(C1=CC=CC=C1)N[C@@H]1[C@@H](CCCC1)CO ((−)-cis-2-benzylaminocyclohexanemethanol), C(#N)C1=CC=C(C=C1)N1N=CC(=C1C=1C(N(C(N(C1C)C1=CC(=CC=C1)C(F)(F)F)=O)C)=O)S(=O)(=O)O (1-(4-cyanophenyl)-5-(3,6-dimethyl-2,4-dioxo-1-(3-trifluoromethylphenyl)-1,2,3,4-tetrahydropyrimidin-5-yl)-1H-pyrazole-4-sulfonic acid). Solvent: C(C)(=O)OCC (ethyl acetate), O (water), N1=CC=CC=C1 (pyridine), C(C)#N (acetonitrile). Run at time 2 hour. The product is C(#N)C1=CC=C(C=C1)N1N=CC(=C1C=1C(N(C(N(C1C)C1=CC(=CC=C1)C(F)(F)F)=O)C)=O)S(=O)(=O)N ((+)-1-(4-cyanophenyl)-5-(3,6-dimethyl-2,4-dioxo-1-(3-trifluoromethylphenyl)-1,2,3,4-tetrahydropyrimidin-5-yl)-1H-pyrazole-4-sulfonamide). As a reaction SMILES: C([NH:8][C@H]1CCCC[C@H]1CO)C1C=CC=CC=1.[C:17]([C:19]1[CH:24]=[CH:23][C:22]([N:25]2[C:29]([C:30]3[C:31](=[O:49])[N:32]([CH3:48])[C:33](=[O:47])[N:34]([C:37]4[CH:42]=[CH:41][CH:40]=[C:39]([C:43]([F:46])([F:45])[F:44])[CH:38]=4)[C:35]=3[CH3:36])=[C:28]([S:50]([OH:53])(=O)=[O:51])[CH:27]=[N:26]2)=[CH:21][CH:20]=1)#[N:18].P(Cl)(Cl)(Cl)=O.O.N>C(#N)C.C(OCC)(=O)C.O.N1C=CC=CC=1>[C:17]([C:19]1[CH:24]=[CH:23][C:22]([N:25]2[C:29]([C:30]3[C:31](=[O:49])[N:32]([CH3:48])[C:33](=[O:47])[N:34]([C:37]4[CH:42]=[CH:41][CH:40]=[C:39]([C:43]([F:46])([F:45])[F:44])[CH:38]=4)[C:35]=3[CH3:36])=[C:28]([S:50]([NH2:8])(=[O:53])=[O:51])[CH:27]=[N:26]2)=[CH:21][CH:20]=1)#[N:18] |f:3.4|. Procedure details: To a suspension of (−)-cis-2-benzylaminocyclohexanemethanol salt of 1-(4-cyanophenyl)-5-(3,6-dimethyl-2,4-dioxo-1-(3-trifluoromethylphenyl)-1,2,3,4-tetrahydropyrimidin-5-yl)-1H-pyrazole-4-sulfonic acid (prepared in Example 195) (6.83 g) in acetonitrile (48 ml) were added pyridine (1.47 ml) and phosphorus oxychloride (3.39 ml) and the resulting mixture was stirred at room temperature for two hours. The reaction solution was added dropwise to ammonia water (28%, 48 ml) that cooled to 0° C. and the... Reactants: CI (methyl iodide), [H-].[K+] (potassium hydride), CC1C(CCCC1)=O (2-methylcyclohexanone), C(C)B(CC)CC (Triethylborane). Run in O1CCCC1 (tetrahydrofuran). Run at time 30 minute. Product: CC1(C(CCCC1)=O)C (2,2-dimethyl-cyclohexanone). As a reaction SMILES: [H-].[K+].[CH3:3][CH:4]1[CH2:9][CH2:8][CH2:7][CH2:6][C:5]1=[O:10].[CH2:11](B(CC)CC)C.CI>O1CCCC1>[CH3:3][C:4]1([CH3:11])[CH2:9][CH2:8][CH2:7][CH2:6][C:5]1=[O:10] |f:0.1|. Procedure: A suspension of potassium hydride (5.5 mmol) and 2-methylcyclohexanone (5 mmol) in dry tetrahydrofuran (10 ml) is stirred for 30 mins at room temperature. Triethylborane (6.25 mmol) is slowly added dropwise and the mixture is stirred for 16 hours at room temperature. After addition of methyl iodide stirring is continued for another 8 hours, the reaction is then quenched with saturated aqueous ammonium chloride solution and twice extracted with diethyl ether. The combined organic phases are dried... Starting materials: C(C)(=O)CC(C)=O (Acetylacetone), CC([O-])C.[La+3].CC([O-])C.CC([O-])C (lanthanum isopropoxide). The solvent is C1(=CC=CC=C1)C (toluene), C1(=CC=CC=C1)C (toluene). Run at time 8 hour. The product is CC(=O)CC(=O)C.CC(=O)CC(=O)C.CC(=O)CC(=O)C.[La] (Lanthanum tris(acetylacetonate)). Reaction SMILES: [C:1]([CH2:4][C:5](=[O:7])[CH3:6])(=[O:3])[CH3:2].CC(C)[O-].[La+3:12].CC(C)[O-].CC(C)[O-]>C1(C)C=CC=CC=1>[CH3:2][C:1]([CH2:4][C:5]([CH3:6])=[O:7])=[O:3].[CH3:2][C:1]([CH2:4][C:5]([CH3:6])=[O:7])=[O:3].[CH3:2][C:1]([CH2:4][C:5]([CH3:6])=[O:7])=[O:3].[La:12] |f:1.2.3.4,6.7.8.9|. Procedure details: Acetylacetone (3 ml) was added dropwise to a solution of lanthanum isopropoxide (0.80 g) in 4 ml of toluene. A white precipitate began to form partway through the addition. Additional toluene was added (4 ml) and the mixture was stirred overnight. The solvent was removed in vacuo and the residue was extracted with acetone. Filtration gave 0.363 g of acetone insoluble solid. The acetone filtrate was concentrated to a pale yellow oil. The oil was extracted with pentane. The pentane solution was fi... Starting materials: O (water), C=CCCCCCC (1-octene), OP=O (hypophosphorus acid), C1=CC=CC=C1C(=O)OOC(C)(C)C (tert-butyl perbenzoate). Solvent: CC(C)O (2-propanol), CCCCCCC (n-heptane). Product: C(CCCCCCC)P(O)=O (n-octyl phosphinic acid). The yield is 98.5%. As a reaction SMILES: [CH2:1]=[CH:2][CH2:3][CH2:4][CH2:5][CH2:6][CH2:7][CH3:8].[OH:9][P:10]=[O:11].C1C(C(OOC(C)(C)C)=O)=CC=CC=1.O>CC(O)C.CCCCCCC>[CH2:1]([PH:10](=[O:9])[OH:11])[CH2:2][CH2:3][CH2:4][CH2:5][CH2:6][CH2:7][CH3:8]. Reported procedure: In a round bottom flask, 1 L (715 g, 6.38 mols) of 1-octene and 1.3 L (12.76 mols) of hypophosphorus acid (50% aqueous solution), 50 mL of tert-butyl perbenzoate, as initiator, and 1.7 L of 2-propanol as solvent are stirred at 80° C. for 7 h. The completed reaction mixture is combined with 2.0 L of water and 2.0 L of n-heptane. The mixture is separated and the organic phase is further washed with 1 L water. The water layer is further washed with 1 L of heptane and all the heptane layers are comb... Starting materials: CCC(COC)Oc1cc(OCc2ccccc2)cc(C(=O)Nc2ccn(C)n2)c1, CO, [H][H]. Product: CCC(COC)Oc1cc(O)cc(C(=O)Nc2ccn(C)n2)c1. As a reaction SMILES: [CH3:1][O:2][CH2:3][CH:4]([CH2:5][CH3:6])[O:7][c:8]1[cH:9][c:10]([C:11](=[O:12])[NH:13][c:14]2[n:15][n:16]([CH3:19])[cH:17][cH:18]2)[cH:20][c:21]([O:23][CH2:24][c:25]2[cH:26][cH:27][cH:28][cH:29][cH:30]2)[cH:22]1.[CH3:33][OH:34].[H:31][H:32]>>[CH3:1][O:2][CH2:3][CH:4]([CH2:5][CH3:6])[O:7][c:8]1[cH:9][c:10]([C:11](=[O:12])[NH:13][c:14]2[n:15][n:16]([CH3:19])[cH:17][cH:18]2)[cH:20][c:21]([OH:23])[cH:22]1. The reactants are C1(=CC=CC=C1)C1=C(C=CC=C1)SCC(C(=O)NC1=CC(=C(C=C1)C#N)C(F)(F)F)(C)O (3-(2-phenylphenylthio)-N-(4-cyano-3-(trifluoromethyl)phenyl)-2-hydroxy-2-methylpropanamide), OO (hydrogen peroxide), O (water), FC(C(=O)OC(C(F)(F)F)=O)(F)F (trifluoroacetic anhydride). Solvent: ClCCl (dichloromethane), [Cl-].[Na+].O (brine), ClCCl (dichloromethane). Run at time 16 hour. The product is C1(=CC=CC=C1)C1=C(C=CC=C1)S(=O)(=O)CC(C(=O)NC1=CC(=C(C=C1)C#N)C(F)(F)F)(C)O (3-(2-phenyl phenylsulfonyl)-N-(4-cyano-3-(trifluoromethyl)phenyl)-2-hydroxy-2-methylpropanamide). As a reaction SMILES: [C:1]1([C:7]2[CH:12]=[CH:11][CH:10]=[CH:9][C:8]=2[S:13][CH2:14][C:15]([OH:32])([CH3:31])[C:16]([NH:18][C:19]2[CH:24]=[CH:23][C:22]([C:25]#[N:26])=[C:21]([C:27]([F:30])([F:29])[F:28])[CH:20]=2)=[O:17])[CH:6]=[CH:5][CH:4]=[CH:3][CH:2]=1.OO.FC(F)(F)C(OC(=O)C(F)(F)F)=[O:38].[OH2:48]>ClCCl.[Cl-].[Na+].O>[C:1]1([C:7]2[CH:12]=[CH:11][CH:10]=[CH:9][C:8]=2[S:13]([CH2:14][C:15]([OH:32])([CH3:31])[C:16]([NH:18][C:19]2[CH:24]=[CH:23][C:22]([C:25]#[N:26])=[C:21]([C:27]([F:28])([F:29])[F:30])[CH:20]=2)=[O:17])(=[O:38])=[O:48])[CH:2]=[CH:3][CH:4]=[CH:5][CH:6]=1 |f:5.6.7|. Procedure details: To a solution of 3-(2-phenylphenylthio)-N-(4-cyano-3-(trifluoromethyl)phenyl)-2-hydroxy-2-methylpropanamide (41 mg, 0.093 mmol) in dichloromethane (0.13 mL) at −78° C. was added 30% hydrogen peroxide (15.5 μL, 0.54 mmol) followed by the slow addition of trifluoroacetic anhydride (63 μL, 0.45 mmol). The reaction was stirred at room temperature for 16 h. The reaction was diluted with dichloromethane. Cold water and brine were added, and the reaction was stirred for 20 minutes. The organic layer wa... Starting materials: COCOc1ccc(CBr)cc1C(=O)Nc1cc(-c2ccccc2)ccc1C(=O)OC(C)(C)C, CNCCN(C)C, CC(C)=O. The product is COCOc1ccc(CN(C)CCN(C)C)cc1C(=O)Nc1cc(-c2ccccc2)ccc1C(=O)OC(C)(C)C. Reaction SMILES: [Br:1][CH2:2][c:3]1[cH:4][cH:5][c:6]([O:31][CH2:32][O:33][CH3:34])[c:7]([C:8](=[O:9])[NH:10][c:11]2[c:12]([C:13](=[O:14])[O:15][C:16]([CH3:17])([CH3:18])[CH3:19])[cH:20][cH:21][c:22](-[c:24]3[cH:25][cH:26][cH:27][cH:28][cH:29]3)[cH:23]2)[cH:30]1.[CH3:35][N:36]([CH2:37][CH2:38][NH:39][CH3:40])[CH3:41].[CH3:42][C:43](=[O:44])[CH3:45]>>[CH2:2]([c:3]1[cH:4][cH:5][c:6]([O:31][CH2:32][O:33][CH3:34])[c:7]([C:8](=[O:9])[NH:10][c:11]2[c:12]([C:13](=[O:14])[O:15][C:16]([CH3:17])([CH3:18])[CH3:19])[cH:20][cH:21][c:22](-[c:24]3[cH:25][cH:26][cH:27][cH:28][cH:29]3)[cH:23]2)[cH:30]1)[N:39]([CH2:38][CH2:37][N:36]([CH3:35])[CH3:41])[CH3:40].